Dataset: the Open Reaction Database (ORD), a public repository of structured organic reaction records. Task: describe an organic reaction: reactants, conditions, products, and yield The reactants are CC(C)(C)OC(=O)CCN, N#Cc1c(OCC(F)(F)F)nc(OCCCOc2ccccc2)nc1N1CCc2ccccc2CC1, C1COCCO1. Product: CC(C)(C)OC(=O)CCNc1nc(OCC(F)(F)F)c(C#N)c(N2CCc3ccccc3CC2)n1. Reaction SMILES: [C:37]([CH3:38])([CH3:39])([CH3:40])[O:41][C:42]([CH2:43][CH2:44][NH2:45])=[O:46].[O:1]([CH2:2][CH2:3][CH2:4][O:5][c:12]1[n:13][c:14]([O:31][CH2:32][C:33]([F:34])([F:35])[F:36])[c:15]([C:29]#[N:30])[c:16]([N:18]2[CH2:19][CH2:20][c:21]3[c:22]([cH:25][cH:26][cH:27][cH:28]3)[CH2:23][CH2:24]2)[n:17]1)[c:6]1[cH:7][cH:8][cH:9][cH:10][cH:11]1.[O:47]1[CH2:48][CH2:49][O:50][CH2:51][CH2:52]1>>[c:12]1([NH:45][CH2:44][CH2:43][C:42]([O:41][C:37]([CH3:38])([CH3:39])[CH3:40])=[O:46])[n:13][c:14]([O:31][CH2:32][C:33]([F:34])([F:35])[F:36])[c:15]([C:29]#[N:30])[c:16]([N:18]2[CH2:19][CH2:20][c:21]3[c:22]([cH:25][cH:26][cH:27][cH:28]3)[CH2:23][CH2:24]2)[n:17]1.